Dataset: the Open Reaction Database (ORD), a public repository of structured organic reaction records. Task: describe an organic reaction: reactants, conditions, products, and yield The reactants are N (ammonia), ClC1=CC(=NC=N1)N1CCN(CC1)C(=O)OCC(C)(C)C (2,2-Dimethylpropyl 4-(6-chloropyrimidin-4-yl)-1-piperazinecarboxylate), [H][H] (hydrogen). Reagents/catalysts: [OH-].[Pd+2].[OH-].[C] (palladium hydroxide carbon). The solvent is CO (methanol). Yields the product N1=CN=C(C=C1)N1CCN(CC1)C(=O)OCC(C)(C)C (2,2-Dimethylpropyl 4-(pyrimidin-4-yl)-1-piperazinecarboxylate). Isolated yield 33.1%. RXN SMILES: Cl[C:2]1[N:7]=[CH:6][N:5]=[C:4]([N:8]2[CH2:13][CH2:12][N:11]([C:14]([O:16][CH2:17][C:18]([CH3:21])([CH3:20])[CH3:19])=[O:15])[CH2:10][CH2:9]2)[CH:3]=1.N.[H][H]>CO.[OH-].[Pd+2].[OH-].[C]>[N:7]1[CH:2]=[CH:3][C:4]([N:8]2[CH2:9][CH2:10][N:11]([C:14]([O:16][CH2:17][C:18]([CH3:21])([CH3:20])[CH3:19])=[O:15])[CH2:12][CH2:13]2)=[N:5][CH:6]=1 |f:4.5.6.7|. Procedure details: 2,2-Dimethylpropyl 4-(6-chloropyrimidin-4-yl)-1-piperazinecarboxylate (68 mg) obtained in Example 4 was dissolved in methanol (3 mL), and 0.5 ml of aqueous ammonia and a catalytic amount of palladium hydroxide-carbon were added thereto, and stirred in a hydrogen atmosphere at room temperature for 2 hours, and the reaction liquid was filtered. The filtrate was evaporated, and the resulting residue was diluted with ethyl acetate, washed with water and saturated saline water, and dried with anhydro... Reactants: CC(CO)CBr, [H-], [Na+], CN(C)C=O, c1ccc2c(c1)[nH]c1ccccc12. Product: CC(CO)Cn1c2ccccc2c2ccccc21. RXN SMILES: [Br:16][CH2:17][CH:18]([CH2:19][OH:20])[CH3:21].[H-:15].[Na+:14].[O:22]=[CH:23][N:24]([CH3:25])[CH3:26].[cH:1]1[cH:2][cH:3][cH:4][c:5]2[c:6]3[cH:7][cH:8][cH:9][cH:10][c:11]3[nH:12][c:13]12>>[cH:1]1[cH:2][cH:3][cH:4][c:5]2[c:6]3[cH:7][cH:8][cH:9][cH:10][c:11]3[n:12]([CH2:17][CH:18]([CH2:19][OH:20])[CH3:21])[c:13]12. Procedure details: 6-Chloro-2-[5-(pyrrolidine-1-sulfonyloxy)-pyridin-3-yl]-indole-1-carboxylic acid tert-butyl ester is dissolved in DCM (2 mL), and the mixture is cooled to 0° C. TFA (2 mL) is added and the mixture is stirred at room temperature for 1 h. Saturated sodium bicarbonate is then added and the mixture is extracted with DCM. The organic layer is dried over sodium sulfate and concentrated in vacuo to afford pyrrolidine-1-sulfonic acid 5-(6-chloro-1H-indol-2-yl)-pyridin-3-yl ester as an oil which is taken... RXN SMILES: C(OC([N:8]1[C:16]2[C:11](=[CH:12][CH:13]=[C:14]([Cl:17])[CH:15]=2)[CH:10]=[C:9]1[C:18]1[CH:19]=[N:20][CH:21]=[C:22]([O:24][S:25]([N:28]2[CH2:32][CH2:31][CH2:30][CH2:29]2)(=[O:27])=[O:26])[CH:23]=1)=O)(C)(C)C.C(O)(C(F)(F)F)=O.C(=O)(O)[O-].[Na+]>C(Cl)Cl>[Cl:17][C:14]1[CH:15]=[C:16]2[C:11]([CH:10]=[C:9]([C:18]3[CH:23]=[C:22]([O:24][S:25]([N:28]4[CH2:32][CH2:31][CH2:30][CH2:29]4)(=[O:27])=[O:26])[CH:21]=[N:20][CH:19]=3)[NH:8]2)=[CH:12][CH:13]=1 |f:2.3|. Reactants: C(=O)(C(F)(F)F)O (TFA), C(C)(C)(C)OC(=O)N1C(=CC2=CC=C(C=C12)Cl)C=1C=NC=C(C1)OS(=O)(=O)N1CCCC1 (6-Chloro-2-[5-(pyrrolidine-1-sulfonyloxy)-pyridin-3-yl]-indole-1-carboxylic acid tert-butyl ester), C([O-])(O)=O.[Na+] (sodium bicarbonate). Conditions: temperature 0 celsius, time 1 hour. Solvent: C(Cl)Cl (DCM). Product: ClC1=CC=C2C=C(NC2=C1)C=1C=C(C=NC1)OS(=O)(=O)N1CCCC1 (pyrrolidine-1-sulfonic acid 5-(6-chloro-1H-indol-2-yl)-pyridin-3-yl ester). The reactants are C(C)N1N=C(N=N1)CN1C(N(C(C2=C1C=C(S2)C2=C(C=C(C=C2)F)OC)=O)C2CCN(CC2)C(=O)OC(C)(C)C)=O (tert-butyl 4-{1-[(2-ethyl-2H-tetrazol-5-yl)methyl]-6-(4-fluoro-2-methoxyphenyl)-2,4-dioxo-1,4-dihydrothieno[3,2-d]pyrimidin-3(2H)-yl}piperidine-1-carboxylate), Cl (hydrogen chloride). Run in O1CCOCC1 (1,4 dioxane), O1CCOCC1 (1,4-dioxane). Run at time 3 day. The product is Cl.C(C)N1N=C(N=N1)CN1C(N(C(C2=C1C=C(S2)C2=C(C=C(C=C2)F)OC)=O)C2CCNCC2)=O (1-[(2-ethyl-2H-tetrazol-5-yl)methyl]-6-(4-fluoro-2-methoxyphenyl)-3-(piperidin-4-yl)thieno[3,2-d]pyrimidine-2,4(1H,3H)-dione hydrochloride). Reaction SMILES: [CH2:1]([N:3]1[N:7]=[N:6][C:5]([CH2:8][N:9]2[C:14]3[CH:15]=[C:16]([C:18]4[CH:23]=[CH:22][C:21]([F:24])=[CH:20][C:19]=4[O:25][CH3:26])[S:17][C:13]=3[C:12](=[O:27])[N:11]([CH:28]3[CH2:33][CH2:32][N:31](C(OC(C)(C)C)=O)[CH2:30][CH2:29]3)[C:10]2=[O:41])=[N:4]1)[CH3:2].[ClH:42]>O1CCOCC1>[ClH:42].[CH2:1]([N:3]1[N:7]=[N:6][C:5]([CH2:8][N:9]2[C:14]3[CH:15]=[C:16]([C:18]4[CH:23]=[CH:22][C:21]([F:24])=[CH:20][C:19]=4[O:25][CH3:26])[S:17][C:13]=3[C:12](=[O:27])[N:11]([CH:28]3[CH2:33][CH2:32][NH:31][CH2:30][CH2:29]3)[C:10]2=[O:41])=[N:4]1)[CH3:2] |f:3.4|. Procedure details: To a solution of tert-butyl 4-{1-[(2-ethyl-2H-tetrazol-5-yl)methyl]-6-(4-fluoro-2-methoxyphenyl)-2,4-dioxo-1,4-dihydrothieno[3,2-d]pyrimidin-3(2H)-yl}piperidine-1-carboxylate (432 mg, compound B56) in 1,4 dioxane (10 ml) is added a solution of hydrogen chloride in 1,4-dioxane (1.845 ml, 4.0 M). The reaction mixture is stirred for 3 d at RT. All volatiles are evaporated, the residue is treated with DCM and after removal of the solvent under reduced pressure the title compound is obtained as a sol... Product: COC(C1CCN(CC1)C(=O)OC(C)(C)C)=O (N-t-butoxycarbonyl isonipecotic acid methyl ester). Reactants: ice, C(C)(C)(C)OC(=O)N1CCC(C(=O)O)CC1 (N-t-butoxycarbonyl isonipecotic acid), mixture, CO (methanol), solution, C[Si](C)(C)C=[N+]=[N-] (trimethylsilyldiazomethane). Conditions: time 1 hour. Reaction SMILES: [C:1]([O:5][C:6]([N:8]1[CH2:16][CH2:15][CH:11]([C:12]([OH:14])=[O:13])[CH2:10][CH2:9]1)=[O:7])([CH3:4])([CH3:3])[CH3:2].CO.[CH3:19][Si](C=[N+]=[N-])(C)C>C1C=CC=CC=1>[CH3:19][O:13][C:12](=[O:14])[CH:11]1[CH2:15][CH2:16][N:8]([C:6]([O:5][C:1]([CH3:4])([CH3:2])[CH3:3])=[O:7])[CH2:9][CH2:10]1. Solvent: C1=CC=CC=C1 (benzene), hexanes. Reported procedure: To an ice cold solution of N-t-butoxycarbonyl isonipecotic acid (8.8 g, 34.9 mmol), in a 10% mixture of methanol in benzene (250 ml), was added a 2.0 M solution of trimethylsilyldiazomethane in hexanes, dropwise, until a consistent yellow color was obtained (~30 ml). After vigorous gas evolution had ceased, cooling was removed and the reaction mixture stirred for 1 h at room temperature. The mixture was then treated dropwise with glacial acetic acid until all yellow color had dissipated. It was ...